From a dataset of the Open Reaction Database (ORD), a public repository of structured organic reaction records. describe an organic reaction: reactants, conditions, products, and yield Starting materials: C1(=CC=C(C=C1)S(=O)(=O)[O-])C.ClC=1C=CC2=C([N+](=C(S2)C=C2OC3=CC=CC=C3C(=C2)C)CC)C1 (5-chloro-3-ethyl-2-{(4-methyl-2H-chromen-2-ylidene)methyl}-benzothiazolium p-toluenesulfonate), C1(=CC=C(C=C1)S(=O)(=O)[O-])C.ClC=1C=CC2=C([N+](=C(S2)SCC)CC)C1 (5-chloro-3-ethyl-2-ethylthiobenzothiazolium p-toluenesulfonate), C(C)#N (acetonitrile). The yield is 211.5%. Procedure: 5.2 g of 5-chloro-3-ethyl-2-{(4-methyl-2H-chromen-2-ylidene)methyl}-benzothiazolium p-toluenesulfonate and 4.3 g of 5-chloro-3-ethyl-2-ethylthiobenzothiazolium p-toluenesulfonate were added to 140 ml of acetonitrile and dissolved under heat, and then 4.5 ml of triethylamine was added thereto and reacted for 5 minutes. After cooling the precipitated crystals were separated by filtration and recrystallized from a mixed solvent of methanol/chloroform, to obtain 3.6 g of the desired p-toluenesulfona... Yields the product CC=1C=CC(=CC1)S(=O)(=O)O (p-toluenesulfonate). As a reaction SMILES: [C:1]1([CH3:11])[CH:6]=[CH:5][C:4]([S:7]([O-:10])(=[O:9])=[O:8])=[CH:3][CH:2]=1.ClC1C=CC2SC(C=C3C=C(C)C4C(=CC=CC=4)O3)=[N+](CC)C=2C=1.C1(C)C=CC(S([O-])(=O)=O)=CC=1.ClC1C=CC2SC(SCC)=[N+](CC)C=2C=1.C(#N)C>C(N(CC)CC)C>[CH3:11][C:1]1[CH:6]=[CH:5][C:4]([S:7]([OH:10])(=[O:9])=[O:8])=[CH:3][CH:2]=1 |f:0.1,2.3|. The solvent is C(C)N(CC)CC (triethylamine). RXN SMILES: [CH3:1][O:2][C:3](=[O:14])[CH:4]([N:6]1[CH:10]=[C:9]([N+:11]([O-])=O)[N:8]=[CH:7]1)[CH3:5].[F:15][C:16]1[CH:17]=[C:18]2[C:23](=[C:24]([F:26])[CH:25]=1)[CH2:22][CH:21]([NH:27][CH:28]([CH2:32][CH2:33][CH3:34])[C:29](O)=[O:30])[CH2:20][CH2:19]2>>[CH3:1][O:2][C:3](=[O:14])[CH:4]([N:6]1[CH:10]=[C:9]([NH:11][C:29](=[O:30])[CH:28]([NH:27][CH:21]2[CH2:20][CH2:19][C:18]3[C:23](=[C:24]([F:26])[CH:25]=[C:16]([F:15])[CH:17]=3)[CH2:22]2)[CH2:32][CH2:33][CH3:34])[N:8]=[CH:7]1)[CH3:5]. Product: COC(C(C)N1C=NC(=C1)NC(C(CCC)NC1CC2=C(C=C(C=C2CC1)F)F)=O)=O (2-{4-[2-(6,8-Difluoro-1,2,3,4-tetrahydro-naphthalen-2-ylamino)-pentanoylamino]-imidazol-1-yl}-propionic acid methyl ester). Procedure: 2-(4-Nitro-imidazol-1-yl)-propionic acid methyl ester was reduced and coupled with 2-(6,8-Difluoro-1,2,3,4-tetrahydro-naphthalen-2-ylamino)-pentanoic acid to afford the title compound; MS 435.5 m/z (M+1). Reactants: COC(C(C)N1C=NC(=C1)[N+](=O)[O-])=O (2-(4-Nitro-imidazol-1-yl)-propionic acid methyl ester), FC=1C=C2CCC(CC2=C(C1)F)NC(C(=O)O)CCC (2-(6,8-Difluoro-1,2,3,4-tetrahydro-naphthalen-2-ylamino)-pentanoic acid). The reactants are O (water), C(=O)(C(F)(F)F)O (TFA), C1(CCCC1)C(C(=O)NC=1C=C(CC2(CC2)C(=O)OC(C)(C)C)C=CC1)C1=CC=C(C=C1)C(F)(F)F ((+/−)-tert-butyl 1-[3-({cyclopentyl[4-(trifluoromethyl)phenyl]acetyl}-amino)benzyl]cyclopropanecarboxylate). Solvent: ClCCl (dichloromethane). Conditions: time 2 hour. Product: C1(CCCC1)C(C(=O)NC=1C=C(CC2(CC2)C(=O)O)C=CC1)C1=CC=C(C=C1)C(F)(F)F ((+/−)-1-[3-({Cyclopentyl[4-(trifluoromethyl)phenyl]acetyl}amino)benzyl]cyclopropanecarboxylic acid). RXN SMILES: [CH:1]1([CH:6]([C:27]2[CH:32]=[CH:31][C:30]([C:33]([F:36])([F:35])[F:34])=[CH:29][CH:28]=2)[C:7]([NH:9][C:10]2[CH:11]=[C:12]([CH:24]=[CH:25][CH:26]=2)[CH2:13][C:14]2([C:17]([O:19]C(C)(C)C)=[O:18])[CH2:16][CH2:15]2)=[O:8])[CH2:5][CH2:4][CH2:3][CH2:2]1.O.C(O)(C(F)(F)F)=O>ClCCl>[CH:1]1([CH:6]([C:27]2[CH:32]=[CH:31][C:30]([C:33]([F:34])([F:35])[F:36])=[CH:29][CH:28]=2)[C:7]([NH:9][C:10]2[CH:11]=[C:12]([CH:24]=[CH:25][CH:26]=2)[CH2:13][C:14]2([C:17]([OH:19])=[O:18])[CH2:15][CH2:16]2)=[O:8])[CH2:5][CH2:4][CH2:3][CH2:2]1. Procedure details: 4.83 g (9.63 mmol) of (+/−)-tert-butyl 1-[3-({cyclopentyl[4-(trifluoromethyl)phenyl]acetyl}-amino)benzyl]cyclopropanecarboxylate were dissolved in 25 ml of dichloromethane and, after addition of a drop of water, 7.5 ml of TFA were added at RT. The reaction mixture was stirred at RT for 2 h and then concentrated under reduced pressure. The crude product was purified by chromatography on silica gel (mobile phase cyclohexane/ethyl acetate 4:1→2:1). This gave 3.89 g (90.8% of theory) of the target c...